This data is from the Open Reaction Database (ORD), a public repository of structured organic reaction records. The task is: describe an organic reaction: reactants, conditions, products, and yield Starting materials: Oc1ccc(Cc2ccccc2)cc1, CN(C(=O)Cl)c1ccccc1. Yields the product CN(C(=O)Oc1ccc(Cc2ccccc2)cc1)c1ccccc1. RXN SMILES: [CH2:1]([c:2]1[cH:3][cH:4][cH:5][cH:6][cH:7]1)[c:8]1[cH:9][cH:10][c:11]([OH:14])[cH:12][cH:13]1.[CH3:15][N:16]([C:17](=[O:18])[Cl:19])[c:20]1[cH:21][cH:22][cH:23][cH:24][cH:25]1>>[CH2:1]([c:2]1[cH:3][cH:4][cH:5][cH:6][cH:7]1)[c:8]1[cH:9][cH:10][c:11]([O:14][C:17]([N:16]([CH3:15])[c:20]2[cH:21][cH:22][cH:23][cH:24][cH:25]2)=[O:18])[cH:12][cH:13]1.